From a dataset of the Open Reaction Database (ORD), a public repository of structured organic reaction records. describe an organic reaction: reactants, conditions, products, and yield Reactants: CN(CCN1C(C(=CC=C1)C1=CC=C(C(=O)O)C=C1)=O)C (4-{1-[2-(Dimethylamino)ethyl]-2-oxo-1,2-dihydropyridin-3-yl}benzoic acid), CN(C=O)C (dimethylformamide), C(C(=O)Cl)(=O)Cl (oxalyl chloride). The solvent is ClC(C)Cl (dichloroethane). Run at time 30 minute. Yields the product NC1=C(C(=CC=C1)O)NC(C1=CC=C(C=C1)C=1C(N(C=CC1)CCN(C)C)=O)=O (N-(2-amino-6-hydroxyphenyl)-4-{1-[2-(dimethylamino)ethyl]-2-oxo-1,2-dihydropyridin-3-yl}benzamide). RXN SMILES: [CH3:1][N:2]([CH3:21])[CH2:3][CH2:4][N:5]1[CH:10]=[CH:9][CH:8]=[C:7]([C:11]2[CH:19]=[CH:18][C:14]([C:15]([OH:17])=O)=[CH:13][CH:12]=2)[C:6]1=[O:20].C[N:23]([CH3:26])C=O.[C:27](Cl)(=[O:31])[C:28](Cl)=O>ClC(Cl)C>[NH2:5][C:6]1[CH:7]=[CH:8][CH:28]=[C:27]([OH:31])[C:26]=1[NH:23][C:15](=[O:17])[C:14]1[CH:13]=[CH:12][C:11]([C:7]2[C:6](=[O:20])[N:5]([CH2:4][CH2:3][N:2]([CH3:1])[CH3:21])[CH:10]=[CH:9][CH:8]=2)=[CH:19][CH:18]=1. Reported procedure: 4-{1-[2-(Dimethylamino)ethyl]-2-oxo-1,2-dihydropyridin-3-yl}benzoic acid (1.46 g) was suspended in dichloroethane (15 ml), dimethylformamide (125 μL) was added, and oxalyl chloride (367 μL) was dropwise added dropwisely at room temperature. After stirring at room temperature for 30 minutes, the reaction mixture was evaporated under reduced pressure. A dichloromethane (10 ml)-pyridine (10 ml) solution of 2-amino-3-nitrophenol (499 mg) was added to the resulting residue, followed by stirring overn... Reactants: C1N[C@@H](CC2=CC=CC=C12)C(=O)O ((S)-1,2,3,4-tetrahydro-3-isoquinolinecarboxylic acid), COC(OC)OC (trimethylorthoformate), Cl (HCl). Run in CO (methanol). Product: C1N[C@@H](CC2=CC=CC=C12)C(=O)OC (methyl (S)-1,2,3,4-tetrahydro-3-isoquinolinecarboxylate). As a reaction SMILES: [CH2:1]1[C:10]2[C:5](=[CH:6][CH:7]=[CH:8][CH:9]=2)[CH2:4][C@@H:3]([C:11]([OH:13])=[O:12])[NH:2]1.[CH3:14]OC(OC)OC.Cl>CO>[CH2:1]1[C:10]2[C:5](=[CH:6][CH:7]=[CH:8][CH:9]=2)[CH2:4][C@@H:3]([C:11]([O:13][CH3:14])=[O:12])[NH:2]1. Procedure: A mixture of 1 eq. of (S)-1,2,3,4-tetrahydro-3-isoquinolinecarboxylic acid (Aldrich Chemical Co., Milwaukee, Wis.), 5 eq. of trimethylorthoformate, methanol and catalytic HCl were allowed to heat at reflux for 5 h. Concentration in vacuo provided methyl (S)-1,2,3,4-tetrahydro-3-isoquinolinecarboxylate. The reactants are C1(CCCCC1)NC(CCCCN(CCOC1=C(C=CC=C1)OC)CC1=CC=CC=C1)=O (N-cyclohexyl-5-[benzyl{2-(2-methoxyphenoxy)ethyl}amino]pentan-amide), C(O)([O-])=O.[Na+] (sodium hydrogen carbonate). Reagents/catalysts: [Pd] (palladium). The solvent is C(C)(=O)O (acetic acid), ClCCl (dichloromethane). Reaction conditions: time 2 hour. The product is C1(CCCCC1)NC(CCCCNCCOC1=C(C=CC=C1)OC)=O (N-cyclohexyl-5-[{2-(2-methoxyphenoxy)ethyl}amino]pentanamide). RXN SMILES: [CH:1]1([NH:7][C:8](=[O:32])[CH2:9][CH2:10][CH2:11][CH2:12][N:13](CC2C=CC=CC=2)[CH2:14][CH2:15][O:16][C:17]2[CH:22]=[CH:21][CH:20]=[CH:19][C:18]=2[O:23][CH3:24])[CH2:6][CH2:5][CH2:4][CH2:3][CH2:2]1.C(=O)([O-])O.[Na+]>C(O)(=O)C.ClCCl.[Pd]>[CH:1]1([NH:7][C:8](=[O:32])[CH2:9][CH2:10][CH2:11][CH2:12][NH:13][CH2:14][CH2:15][O:16][C:17]2[CH:22]=[CH:21][CH:20]=[CH:19][C:18]=2[O:23][CH3:24])[CH2:2][CH2:3][CH2:4][CH2:5][CH2:6]1 |f:1.2|. Procedure details: A catalyst composed of palladium on 10% moist carbon (1.5 g) is added to a solution of N-cyclohexyl-5-[benzyl{2-(2-methoxyphenoxy)ethyl}amino]pentan-amide (3 g, 6.8 mmole) in glacial acetic acid (30 ml) and the mixture is hydrogenated for 2 hours at 20° C. The catalyst is removed by filtration and the solvent is evaporated under reduced pressure. The residue obtained in the form of a salt of acetic acid is taken up in dichloromethane (50 ml) and the base is liberated by treatment with a saturate... Reactants: CCOC1(OCC)CCCN1C, CCOC(=O)Cc1ccc([N+](=O)[O-])cc1, c1ccccc1. Yields the product CCOC(=O)C(=C1CCCN1C)c1ccc([N+](=O)[O-])cc1. As a reaction SMILES: [CH2:16]([O:17][C:19]1([O:18][CH2:25][CH3:26])[N:20]([CH3:24])[CH2:21][CH2:22][CH2:23]1)[CH3:27].[CH2:1]([CH3:2])[O:3][C:4]([CH2:5][c:6]1[cH:7][cH:8][c:9]([N+:12](=[O:13])[O-:14])[cH:10][cH:11]1)=[O:15].[cH:28]1[cH:29][cH:30][cH:31][cH:32][cH:33]1>>[CH2:1]([CH3:2])[O:3][C:4]([C:5]([c:6]1[cH:7][cH:8][c:9]([N+:12](=[O:13])[O-:14])[cH:10][cH:11]1)=[C:19]1[N:20]([CH3:24])[CH2:21][CH2:22][CH2:23]1)=[O:15]. Product: CC(C#N)C(O)(Cn1cncn1)c1cc(F)ccc1F. Reaction SMILES: [C:13]([CH2:14][CH3:15])#[N:16].[CH2:38]1[O:39][CH2:40][CH2:41][CH2:42]1.[CH3:43][CH2:44][CH2:45][CH2:46][CH2:47][CH3:48].[CH:1]([NH:2][CH:3]([CH3:4])[CH3:5])([CH3:6])[CH3:7].[F:17][c:18]1[c:19]([C:25]([CH2:26][n:27]2[n:28][cH:29][n:30][cH:31]2)=[O:32])[cH:20][c:21]([F:24])[cH:22][cH:23]1.[Li:8][CH2:9][CH2:10][CH2:11][CH3:12].[O-:33][P:34](=[O:35])([O-:36])[O-:37]>>[C:13]([CH:14]([CH3:15])[C:25]([c:19]1[c:18]([F:17])[cH:23][cH:22][c:21]([F:24])[cH:20]1)([CH2:26][n:27]1[n:28][cH:29][n:30][cH:31]1)[OH:32])#[N:16]. Reactants: CCC#N, C1CCOC1, CCCCCC, CC(C)NC(C)C, O=C(Cn1cncn1)c1cc(F)ccc1F, [Li]CCCC, O=P([O-])([O-])[O-]. The reactants are OC1(C(=C(C2=CC(=CC=C12)OCCC)C1=C(C=C(C=C1)OC)OCCOCC1=CC=CC=C1)C(=O)OC)C1=CC2=C(C=C1)OCO2 (methyl(1SR)-1-hydroxy-3-[2-(2-benzyloxyeth-1-yloxy)-4-methoxyphenyl]-1-(3,4-methylenedioxy phenyl)-5-propoxyindene-2-carboxylate), C(C)O (ethanol). The solvent is C(C)OC(C)=O (ethylacetate). Run at time 48 hour. The product is OCCOC1=C(C=CC(=C1)OC)C1C(C(C2=CC=C(C=C12)OCCC)C1=CC2=C(C=C1)OCO2)C(=O)OC (Methyl(1SR,2SR,3SR)-3-[2-(2-hydroxyeth-1-yloxy)-4-methoxyphenyl]-1-(3,4-methylenedioxy phenyl)-5-propoxyindane-2-carboxylate). Yield: 81.1%. RXN SMILES: O[C:2]1([C:38]2[CH:43]=[CH:42][C:41]3[O:44][CH2:45][O:46][C:40]=3[CH:39]=2)[C:10]2[C:5](=[CH:6][C:7]([O:11][CH2:12][CH2:13][CH3:14])=[CH:8][CH:9]=2)[C:4]([C:15]2[CH:20]=[CH:19][C:18]([O:21][CH3:22])=[CH:17][C:16]=2[O:23][CH2:24][CH2:25][O:26]CC2C=CC=CC=2)=[C:3]1[C:34]([O:36][CH3:37])=[O:35].C(O)C>C(OC(=O)C)C>[OH:26][CH2:25][CH2:24][O:23][C:16]1[CH:17]=[C:18]([O:21][CH3:22])[CH:19]=[CH:20][C:15]=1[CH:4]1[C:5]2[C:10](=[CH:9][CH:8]=[C:7]([O:11][CH2:12][CH2:13][CH3:14])[CH:6]=2)[CH:2]([C:38]2[CH:43]=[CH:42][C:41]3[O:44][CH2:45][O:46][C:40]=3[CH:39]=2)[CH:3]1[C:34]([O:36][CH3:37])=[O:35]. Reported procedure: A mixture of methyl(1SR)-1-hydroxy-3-[2-(2-benzyloxyeth-1-yloxy)-4-methoxyphenyl]-1-(3,4-methylenedioxy phenyl)-5-propoxyindene-2-carboxylate (88 g, 0.141 moles) 10% palladium on carbon (21 g), 0.65 L of absolute ethanol and 0.65 L of ethylacetate was hydrogenated at 50 psi, 55° C. for 48 hrs. The catalyst was filtered off, and the filtrate concentrated in vacuo to give an amorphous glass. Crystallization from 350 mL of absolute ethanol gave 59.5 g (81%) of white solid; m.p. 165°-168° C.